Dataset: the Open Reaction Database (ORD), a public repository of structured organic reaction records. Task: describe an organic reaction: reactants, conditions, products, and yield The reactants are COCOC1=CC(=CC=C1)C=CC (1-(methoxymethoxy)-3-(1-propenyl)benzene), C(=O)(O)[O-].[Na+] (NaHCO3), [H][H] (hydrogen). Reagents/catalysts: [Pd] (palladium on carbon). The solvent is CCOC(=O)C (EtOAc), CCO (EtOH). Product: COCOC1=CC(=CC=C1)CCC (1-(methoxymethoxy)-3-propylbenzene). The yield is 100.3%. Reaction SMILES: [CH3:1][O:2][CH2:3][O:4][C:5]1[CH:10]=[CH:9][CH:8]=[C:7]([CH:11]=[CH:12][CH3:13])[CH:6]=1.C([O-])(O)=O.[Na+].[H][H]>[Pd].CCOC(C)=O.CCO>[CH3:1][O:2][CH2:3][O:4][C:5]1[CH:10]=[CH:9][CH:8]=[C:7]([CH2:11][CH2:12][CH3:13])[CH:6]=1 |f:1.2|. Procedure: To a solution of 3-hydroxybenzaldehyde (11.0 g, 90.1 mmol) in DMF (110 mL) at 0° C. was added methoxymethyl chloride (7.5 mL, 99.1 mmol) followed by NaH (99.1 mmol, 3.96 g, 60% dispersion in oil) in three portions (violent deprotonationl). The mixture was stirred at 0° C. for 15 min and then at room temperature for 15 h. The reaction was quenched with water and more water was added until all the precipitate dissolved. The solution was extracted in ether (2×150 mL) with water (50 mL), then with s... The reactants are crude product, C=C1CC(C1)=C (1,3-dimethylenecyclobutane), C=C=C (allene), C=C=C (allene), C=C1C(CC1)=C (1,2dimethylenecyclobutane). The product is C=C1C(CC(CC1)=C)=C (1,2,4-Trimethylenecyclohexane). Reaction SMILES: [CH2:1]=[C:2]=[CH2:3].C=C1CCC1=C.[CH2:10]=[C:11]1[CH2:14][C:13](=[CH2:15])[CH2:12]1>>[CH2:1]=[C:2]1[CH2:3][CH2:12][C:13](=[CH2:15])[CH2:14][C:11]1=[CH2:10]. Procedure: The system was first purged with nitrogen. The power to the fluidized bed was turned on and its temperature was brought to 450°-470° C. Allene was introduced into the system from the allene cylinder at a rate of 80-100 grams/hour. The allene supply from the cylinder was shut off two to three hours before the end of a dimerization run in order that the allene present in the system could be used up, with little allene remaining in the reservoir a the end. At the end of the day, the power to the fl... The reactants are O (water), BrCN1C(C=2C(C1=O)=CC=CC2)=O (N-(bromomethyl)phthalimide), C1(=CC=CC=C1)N1N=NN=C1S (1-phenyl-1H-tetrazole-5-thiol), [Na] (sodium). Solvent: CN(C(C)=O)C (N,N-dimethylacetamide). Product: C1(C=2C(C(N1CSC1=NN=NN1C1=CC=CC=C1)=O)=CC=CC2)=O (5-Phthalimidomethylthio-1-phenyl-1H-tetrazole). Yield: 72.0%. As a reaction SMILES: Br[CH2:2][N:3]1[C:7](=[O:8])[C:6]2=[CH:9][CH:10]=[CH:11][CH:12]=[C:5]2[C:4]1=[O:13].[C:14]1([N:20]2[C:24]([SH:25])=[N:23][N:22]=[N:21]2)[CH:19]=[CH:18][CH:17]=[CH:16][CH:15]=1.[Na].O>CN(C)C(=O)C>[C:7]1(=[O:8])[N:3]([CH2:2][S:25][C:24]2[N:20]([C:14]3[CH:19]=[CH:18][CH:17]=[CH:16][CH:15]=3)[N:21]=[N:22][N:23]=2)[C:4](=[O:13])[C:5]2=[CH:12][CH:11]=[CH:10][CH:9]=[C:6]12 |^1:25|. Procedure details: A solution of 2.40 g N-(bromomethyl)phthalimide (0.010 mol) and 2.00 g 1-phenyl-1H-tetrazole-5-thiol, sodium salt (0.010 mol) in 20 ml N,N-dimethylacetamide was stirred 0.5 hours. The slurry was then poured into water extracted with ethyl acetate, dried and concentrated in vacuo. The solid obtained was recrystallized from ethyl acetate/hexane to give 2.43 g (72.0%) of a colorless solid, m.p. 146°-7° C. Reactants: CC(C)(C)[O-], Cc1ccccc1, CCOC(C)=O, Clc1ccc(Br)cc1Cl, c1cc(N2CCNCC2)ccc1OCCCN1CCCCC1, [Na+], c1ccc(P(c2ccccc2)c2ccc3ccccc3c2-c2c(P(c3ccccc3)c3ccccc3)ccc3ccccc23)cc1. Yields the product Clc1ccc(N2CCN(c3ccc(OCCCN4CCCCC4)cc3)CC2)cc1Cl. As a reaction SMILES: [CH3:32][C:33]([CH3:34])([O-:35])[CH3:36].[CH3:84][c:85]1[cH:86][cH:87][cH:88][cH:89][cH:90]1.[CH3:91][CH2:92][O:93][C:94](=[O:95])[CH3:96].[Cl:23][c:24]1[cH:25][c:26]([Br:31])[cH:27][cH:28][c:29]1[Cl:30].[N:1]1([CH2:7][CH2:8][CH2:9][O:10][c:11]2[cH:12][cH:13][c:14]([N:17]3[CH2:18][CH2:19][NH:20][CH2:21][CH2:22]3)[cH:15][cH:16]2)[CH2:2][CH2:3][CH2:4][CH2:5][CH2:6]1.[Na+:37].[c:38]1([P:39]([c:40]2[cH:41][cH:42][cH:43][cH:44][cH:45]2)[c:46]2[cH:47][cH:48][c:49]3[c:50]([cH:51][cH:52][cH:53][cH:54]3)[c:55]2-[c:56]2[c:57]3[c:58]([cH:59][cH:60][cH:61][cH:62]3)[cH:63][cH:64][c:65]2[P:66]([c:67]2[cH:68][cH:69][cH:70][cH:71][cH:72]2)[c:73]2[cH:74][cH:75][cH:76][cH:77][cH:78]2)[cH:79][cH:80][cH:81][cH:82][cH:83]1>>[N:1]1([CH2:7][CH2:8][CH2:9][O:10][c:11]2[cH:12][cH:13][c:14]([N:17]3[CH2:18][CH2:19][N:20]([c:26]4[cH:25][c:24]([Cl:23])[c:29]([Cl:30])[cH:28][cH:27]4)[CH2:21][CH2:22]3)[cH:15][cH:16]2)[CH2:2][CH2:3][CH2:4][CH2:5][CH2:6]1. Reactants: CO[SiH](OC)OC, C=CCCCCOCc1ccccc1[N+](=O)[O-]. The product is CO[Si](CCCCCCOCc1ccccc1[N+](=O)[O-])(OC)OC. As a reaction SMILES: [CH3:18][O:19][SiH:20]([O:21][CH3:22])[O:23][CH3:24].[N+:1](=[O:2])([O-:3])[c:4]1[c:5]([CH2:6][O:7][CH2:8][CH2:9][CH2:10][CH2:11][CH:12]=[CH2:13])[cH:14][cH:15][cH:16][cH:17]1>>[N+:1](=[O:2])([O-:3])[c:4]1[c:5]([CH2:6][O:7][CH2:8][CH2:9][CH2:10][CH2:11][CH2:12][CH2:13][Si:20]([O:19][CH3:18])([O:21][CH3:22])[O:23][CH3:24])[cH:14][cH:15][cH:16][cH:17]1.